Dataset: the Open Reaction Database (ORD), a public repository of structured organic reaction records. Task: describe an organic reaction: reactants, conditions, products, and yield Starting materials: S(=O)(Cl)Cl (thionyl chloride), CN(C=O)C (dimethylformamide), ClC=1C=C(C=CC1)NC(OCC#CCO)=O (4-hydroxy-2-butynyl N-(3-chlorophenyl)carbamate). Run in C(CCl)Cl (EDC), C(CCl)Cl (EDC). Product: C1=CC(=CC(=C1)Cl)NC(=O)OC#CCl (Barban). As a reaction SMILES: S(Cl)([Cl:3])=O.CN(C)C=O.[Cl:10][C:11]1[CH:12]=[C:13]([NH:17][C:18](=[O:25])[O:19][CH2:20][C:21]#CCO)[CH:14]=[CH:15][CH:16]=1>C(Cl)CCl>[CH:15]1[CH:16]=[C:11]([Cl:10])[CH:12]=[C:13]([NH:17][C:18]([O:19][C:20]#[C:21][Cl:3])=[O:25])[CH:14]=1. Procedure: In another preparation on the same scale, the thionyl chloride and dimethylformamide in 25 ml of EDC were stirred at 65° while a warm solution of 4-hydroxy-2-butynyl N-(3-chlorophenyl)carbamate in 75 ml of EDC was added dropwise over 60 minutes. Barban (6.5 g) was obtained by evaporation of the solvent after 17 hours at 65° and analyzed by HPLC: barban 97.6% (w/w); biscarbanate -- 2.2% (w/w); bisurea -- 1.6% (w/w). Starting materials: C(C1=CC=CC=C1)Br (benzyl bromide), C([O-])([O-])=O.[K+].[K+] (potassium carbonate), C(C)(C)(C)OC(=O)NCC(C(=O)O)C1=CC=CC=C1 (N-(t-butoxycarbonyl)-2-phenyl-β-alanine). The solvent is CC(=O)C (acetone). The product is C(C1=CC=CC=C1)OC(C(CNC(=O)OC(C)(C)C)C1=CC=CC=C1)=O (N-(t-butoxycarbonyl)-2-phenyl-β-alanine benzyl ester). RXN SMILES: [C:1]([O:5][C:6]([NH:8][CH2:9][CH:10]([C:14]1[CH:19]=[CH:18][CH:17]=[CH:16][CH:15]=1)[C:11]([OH:13])=[O:12])=[O:7])([CH3:4])([CH3:3])[CH3:2].[CH2:20](Br)[C:21]1[CH:26]=[CH:25][CH:24]=[CH:23][CH:22]=1.C(=O)([O-])[O-].[K+].[K+]>CC(C)=O>[CH2:20]([O:12][C:11](=[O:13])[CH:10]([C:14]1[CH:15]=[CH:16][CH:17]=[CH:18][CH:19]=1)[CH2:9][NH:8][C:6]([O:5][C:1]([CH3:4])([CH3:2])[CH3:3])=[O:7])[C:21]1[CH:26]=[CH:25][CH:24]=[CH:23][CH:22]=1 |f:2.3.4|. Procedure details: N-(t-butoxycarbonyl)-2-phenyl-β-alanine was heated to reflux in acetone with benzyl bromide and potassium carbonate for 17 hours to yield DL-N-(t-butoxycarbonyl)-2-phenyl-β-alanine benzyl ester, m.p. 58°-59° C.